From a dataset of the Open Reaction Database (ORD), a public repository of structured organic reaction records. describe an organic reaction: reactants, conditions, products, and yield Starting materials: CN(C)C=O, [H-], [Na+], O, Cc1ccc(S(=O)(=O)OCCOc2ccccn2)cc1, Oc1ccc(Cn2cccn2)cc1. Yields the product c1ccc(OCCOc2ccc(Cn3cccn3)cc2)nc1. RXN SMILES: [CH3:1][N:2]([CH3:3])[CH:4]=[O:5].[H-:6].[Na+:7].[OH2:41].[c:21]1([CH3:22])[cH:23][cH:24][c:25]([S:26]([O:27][CH2:31][CH2:32][O:33][c:34]2[n:35][cH:36][cH:37][cH:38][cH:39]2)(=[O:28])=[O:29])[cH:30][cH:40]1.[n:8]1([CH2:13][c:14]2[cH:15][cH:16][c:17]([OH:20])[cH:18][cH:19]2)[n:9][cH:10][cH:11][cH:12]1>>[n:8]1([CH2:13][c:14]2[cH:15][cH:16][c:17]([O:20][CH2:31][CH2:32][O:33][c:34]3[n:35][cH:36][cH:37][cH:38][cH:39]3)[cH:18][cH:19]2)[n:9][cH:10][cH:11][cH:12]1. Starting materials: CC1(C(C1C=C(Cl)Cl)C(=O)[O-])C.[Na+] (sodium 2,2-dimethyl-3-(2,2-dichlorovinyl)-cyclopropanecarboxylate), FC=1C=C(OC=2C=C(CBr)C(=CC2)F)C=CC1 (3-(3-fluorophenoxy)-6-fluorobenzyl bromide). Run in CN(C=O)C (dimethylformamide). Yields the product CC1(C(C1C=C(Cl)Cl)C(=O)OCC1=CC(=CC=C1F)OC1=CC(=CC=C1)F)C (3-(3-fluorophenoxy)-6-fluorobenzyl 2,2-dimethyl-3-(2,2-dichlorovinyl)-cyclopropanecarboxylate). The yield is 69.3%. Reaction SMILES: [CH3:1][C:2]1([CH3:12])[CH:4]([CH:5]=[C:6]([Cl:8])[Cl:7])[CH:3]1[C:9]([O-:11])=[O:10].[Na+].[F:14][C:15]1[CH:16]=[C:17]([CH:28]=[CH:29][CH:30]=1)[O:18][C:19]1[CH:20]=[C:21]([C:24]([F:27])=[CH:25][CH:26]=1)[CH2:22]Br>CN(C)C=O>[CH3:1][C:2]1([CH3:12])[CH:4]([CH:5]=[C:6]([Cl:8])[Cl:7])[CH:3]1[C:9]([O:11][CH2:22][C:21]1[C:24]([F:27])=[CH:25][CH:26]=[C:19]([O:18][C:17]2[CH:28]=[CH:29][CH:30]=[C:15]([F:14])[CH:16]=2)[CH:20]=1)=[O:10] |f:0.1|. Reported procedure: 6.9 g (0.03 mol) of sodium 2,2-dimethyl-3-(2,2-dichlorovinyl)-cyclopropanecarboxylate were dissolved in 150 ml of dimethylformamide and heated, with 8.0 g (0.027 mol) of 3-(3-fluorophenoxy)-6-fluorobenzyl bromide, for 4 hours at 120° C. After completion of the reaction, the dimethylformamide was distilled off in vacuo and the residue was taken up in 200 ml of methylene chloride. This solution was then extracted by shaking twice with 150 ml of water, the organic phase was dried over sodium sulpha... Starting materials: [BH4-].[Na+] (Sodium borohydride), C12(CC3CC(CC(C1)C3)C2)C(COC2=NNC(=C2)C2=CC=C(C=C2)[C@@H]2CC[C@H](CC2)CC(=O)OCC)=O (Trans ethyl [4-(4-{3-[2-(1-adamantyl)-2-oxoethoxy]-1H-pyrazol-5-yl}phenyl)cyclohexyl]acetate). The solvent is O1CCCC1 (tetrahydrofuran), C(C)O (ethanol). Conditions: temperature 0 celsius, time 1 hour. Yields the product C12(CC3CC(CC(C1)C3)C2)C(COC2=NNC(=C2)C2=CC=C(C=C2)[C@@H]2CC[C@H](CC2)CC(=O)OCC)O (Trans ethyl [4-(4-{3-[2-(1-adamantyl)-2-hydroxyethoxy]-1H-pyrazol-5-yl}phenyl)cyclohexyl]acetate). RXN SMILES: [BH4-].[Na+].[C:3]12([C:13](=[O:39])[CH2:14][O:15][C:16]3[CH:20]=[C:19]([C:21]4[CH:26]=[CH:25][C:24]([C@H:27]5[CH2:32][CH2:31][C@H:30]([CH2:33][C:34]([O:36][CH2:37][CH3:38])=[O:35])[CH2:29][CH2:28]5)=[CH:23][CH:22]=4)[NH:18][N:17]=3)[CH2:12][CH:7]3[CH2:8][CH:9]([CH2:11][CH:5]([CH2:6]3)[CH2:4]1)[CH2:10]2>O1CCCC1.C(O)C>[C:3]12([CH:13]([OH:39])[CH2:14][O:15][C:16]3[CH:20]=[C:19]([C:21]4[CH:22]=[CH:23][C:24]([C@H:27]5[CH2:28][CH2:29][C@H:30]([CH2:33][C:34]([O:36][CH2:37][CH3:38])=[O:35])[CH2:31][CH2:32]5)=[CH:25][CH:26]=4)[NH:18][N:17]=3)[CH2:12][CH:7]3[CH2:6][CH:5]([CH2:11][CH:9]([CH2:8]3)[CH2:10]1)[CH2:4]2 |f:0.1|. Reported procedure: Sodium borohydride (38 mg, 0.1 mmol) was added to a solution of the product from Example 1F (25 mg, 0.05 mmol) in tetrahydrofuran (3 mL) and ethanol (3 mL) maintained at 0° C. The reaction was allowed to warm to room temperature over 30 min and then stirred at room temperature for 1 hour. After this time the reaction was quenched by addition of water (5 mL) and extracted with ethyl acetate. The organic extracts were combined and washed with water, brine, dried (MgSO4), filtered and concentrated ...